The task is: describe an organic reaction: reactants, conditions, products, and yield. This data is from the Open Reaction Database (ORD), a public repository of structured organic reaction records. The reactants are aqueous solution, [OH-].[Na+] (sodium hydroxide), CNC(NC1=CC=C(C=C1)/C=C/CC(=O)OC)=NC#N (methyl (E)-4-(4-(N3 -methyl-N2 -cyanoguanidino)phenyl)-3-butenoate). Run in O1CCOCC1 (dioxane). Yields the product CNC(NC1=CC=C(C=C1)/C=C/CC(=O)O)=NC#N ((E)-4-(4-(N3 -Methyl-N2 -cyanoguanidino)phenyl)-3-butenoic acid). Yield: 56.8%. RXN SMILES: [CH3:1][NH:2][C:3](=[N:18][C:19]#[N:20])[NH:4][C:5]1[CH:10]=[CH:9][C:8](/[CH:11]=[CH:12]/[CH2:13][C:14]([O:16]C)=[O:15])=[CH:7][CH:6]=1.[OH-].[Na+]>O1CCOCC1>[CH3:1][NH:2][C:3](=[N:18][C:19]#[N:20])[NH:4][C:5]1[CH:6]=[CH:7][C:8](/[CH:11]=[CH:12]/[CH2:13][C:14]([OH:16])=[O:15])=[CH:9][CH:10]=1 |f:1.2|. Procedure: 1.56 g of methyl (E)-4-(4-(N3 -methyl-N2 -cyanoguanidino)phenyl)-3-butenoate was dissolved in 15 ml of dioxane, followed by the addition of 6.9 ml of a 1N aqueous solution of sodium hydroxide. The mixture was reacted at a room temperature for 8 hours. The reaction mixture was concentrated, followed by the addition of water. The obtained aqueous phase was washed with chloroform. The pH of the resulting aqueous phase was adjusted to about 3 by the addition of concentrated hydrochloric acid to prec... Reactants: CN(C=O)C (N,N-dimethylformamide), O1CCCC1 (tetrahydrofuran), BrC1=C(SC=C1)CO (3-bromo-2-hydroxymethylthiophene), O1CCCC1 (tetrahydrofuran), C(CCC)[Li] (n-butyllithium), solution. Run in O (water), CO (Methanol), hexanes. Reaction conditions: time 45 minute. Yields the product OCC=1SC=CC1C=O (2-hydroxymethyl-3-thiophenecarboxaldehyde). Isolated yield 35.0%. RXN SMILES: Br[C:2]1[CH:6]=[CH:5][S:4][C:3]=1[CH2:7][OH:8].[O:9]1CCC[CH2:10]1.C([Li])CCC.CN(C)C=O>O.CO>[OH:8][CH2:7][C:3]1[S:4][CH:5]=[CH:6][C:2]=1[CH:10]=[O:9]. Procedure details: To a stirred, chilled, (-70° C.) solution of 3-bromo-2-hydroxymethylthiophene (19.0 g) and tetrahydrofuran (250 ml) was added n-butyllithium (88 ml of a 2.5M solution in hexanes), under nitrogen, over 45 mins. The solution was stirred and chilled for 1 hr and was transferred via canula to a vessel containing a solution of N,N-dimethylformamide (7.9 g) and tetrahydrofuran (250 ml). The mixture was allowed to warm to ambient temperature overnight, with stirring. Methanol (20 ml) and water (200 ml)... The reactants are OC1=CC=NC2=CC=CC=C12 (4-hydroxyquinoline), S(=O)(=O)(OC[C@H]1CO1)C1=CC=C(C)C=C1 ((R)-(−)-glycidyl tosylate), [H-].[Na+] (Sodium hydride). Solvent: CN(C)C=O (DMF), CN(C)C=O (DMF), CN(C)C=O (DMF), hexanes. Reaction conditions: temperature 5 celsius, time 20.5 hour. The product is O1[C@H](C1)COC1=CC=NC2=CC=CC=C12 ((R)-4-Oxiranylmethoxy-quinoline). Yield: 16.0%. As a reaction SMILES: [H-].[Na+].[OH:3][C:4]1[C:13]2[C:8](=[CH:9][CH:10]=[CH:11][CH:12]=2)[N:7]=[CH:6][CH:5]=1.S(C1C=CC(C)=CC=1)(O[CH2:18][C@@H:19]1[O:21][CH2:20]1)(=O)=O>CN(C=O)C>[O:21]1[CH2:20][C@@H:19]1[CH2:18][O:3][C:4]1[C:13]2[C:8](=[CH:9][CH:10]=[CH:11][CH:12]=2)[N:7]=[CH:6][CH:5]=1 |f:0.1|. Procedure: Sodium hydride (60 weight %; 1.79 g; 44.8 mmol) is washed with hexanes (3×10 mL) under an argon blanket. DMF (17 mL) is then added at ambient temperature and the stirred slurry is cooled to 5° C. A solution of 4-hydroxyquinoline (5.00 g; 34.4 mmol) in DMF (65 mL) is added dropwise over 10 minutes. The resulting mixture is allowed to warm to ambient temperature over 1 hour affording a clear, reddish-brown solution. A solution of (R)-(−)-glycidyl tosylate (10.22 g; 44.8 mmol) in DMF (50 mL) is add...